The task is: describe an organic reaction: reactants, conditions, products, and yield. This data is from the Open Reaction Database (ORD), a public repository of structured organic reaction records. Yields the product C(C)(C)(C)C1=CC=C(C=C1)S(=O)(=O)NC1=C(C=C(C=C1)Cl)C(=O)C1=CC(=NC=C1)Cl (4-tert-butyl-N-[4-chloro-2-(2-chloro-pyridine-4-carbonyl)-phenyl]-benzenesulfonamide). Procedure: The title compound was prepared according to the general procedure for the synthesis of N-Aryl-benzenesulfonamides previously described using 133 mg of (2-Amino-5-chloro-phenyl)-(2-chloro-pyridin-4-yl)-methanone and 116 mg of 4-tert-Butyl-benzenesulfonyl chloride. 1H-NMR (400 MHz, CDCl3): δ 1.26 (s, 9H), 7.18 (dd, 5.2 Hz, 1.6 Hz), 7.25 (m, 1H), 7.32 (m, 1H), 7.41 (d, 2H, J=6.4 Hz), 7.54 (dd,1H, J=9.2 Hz, 2.4 Hz), 7.67 (m, 2H), 7.77 (d,1H, J−8.8 Hz), 8.55 (d, 1H, J=5.2 Hz), 10.09 (s, 1H). MS: m/z... Reaction SMILES: [NH2:1][C:2]1[CH:7]=[CH:6][C:5]([Cl:8])=[CH:4][C:3]=1[C:9]([C:11]1[CH:16]=[CH:15][N:14]=[C:13]([Cl:17])[CH:12]=1)=[O:10].[C:18]([C:22]1[CH:27]=[CH:26][C:25]([S:28](Cl)(=[O:30])=[O:29])=[CH:24][CH:23]=1)([CH3:21])([CH3:20])[CH3:19]>>[C:18]([C:22]1[CH:27]=[CH:26][C:25]([S:28]([NH:1][C:2]2[CH:7]=[CH:6][C:5]([Cl:8])=[CH:4][C:3]=2[C:9]([C:11]2[CH:16]=[CH:15][N:14]=[C:13]([Cl:17])[CH:12]=2)=[O:10])(=[O:30])=[O:29])=[CH:24][CH:23]=1)([CH3:21])([CH3:19])[CH3:20]. Reactants: N-Aryl-benzenesulfonamides, NC1=C(C=C(C=C1)Cl)C(=O)C1=CC(=NC=C1)Cl ((2-Amino-5-chloro-phenyl)-(2-chloro-pyridin-4-yl)-methanone), C(C)(C)(C)C1=CC=C(C=C1)S(=O)(=O)Cl (4-tert-Butyl-benzenesulfonyl chloride). The reactants are ClC1=CC(=NC(=N1)SC)N (6-chloro-2-(methylthio)pyrimidine-4-amine), ClCC(C(F)(F)F)=O (3-chloro-1,1,1-trifluoropropanone), O (water). The solvent is CN(C)C=O (DMF). Run at temperature 120 celsius. Product: ClC1=CC=2N(C(=N1)SC)C=C(N2)C(F)(F)F (7-Chloro-5-(methylthio)-2-(trifluoromethyl)imidazo[1,2-c]pyrimidine). Reaction SMILES: [Cl:1][C:2]1[N:7]=[C:6]([S:8][CH3:9])[N:5]=[C:4]([NH2:10])[CH:3]=1.Cl[CH2:12][C:13](=O)[C:14]([F:17])([F:16])[F:15].O>CN(C=O)C>[Cl:1][C:2]1[N:7]=[C:6]([S:8][CH3:9])[N:5]2[CH:12]=[C:13]([C:14]([F:17])([F:16])[F:15])[N:10]=[C:4]2[CH:3]=1. Procedure details: 5 g (28.5 mmol) of 6-chloro-2-(methylthio)pyrimidine-4-amine and 6.26 g (42.7 mmol) of 3-chloro-1,1,1-trifluoropropanone are dissolved in 200 ml of DMF and heated at 120° C. for 16 h. After the reaction is complete, water is added and the mixture is extracted three times with ethyl acetate. The combined organic phases are dried over sodium sulphate and the product is purified by silica gel chromatography. Drying under high vacuum results in 3.5 g (45% of theory) of the product as a solid. Starting materials: BrC=1C=C(C=NC1)C=1C2=C(N=C(N1)C1=NC(=CC=C1)C)NC=C2 (4-(5-Bromo-pyridin-3-yl)-2-(6-methyl-pyridin-2-yl)-7H-pyrrolo[2,3-d]pyrimidine), CN1CCN(CC1)C(=O)C1=CC=C(C=C1)B1OC(C)(C)C(C)(C)O1 (4-(4-methylpiperazine-1-carbonyl)phenyl-boronic acid pinacol ester), C(=O)([O-])[O-].[Na+].[Na+] (Na2CO3), [OH-].[Na+] (NaOH). Reagents/catalysts: C=1C=CC(=CC1)[P](C=2C=CC=CC2)(C=3C=CC=CC3)[Pd]([P](C=4C=CC=CC4)(C=5C=CC=CC5)C=6C=CC=CC6)([P](C=7C=CC=CC7)(C=8C=CC=CC8)C=9C=CC=CC9)[P](C=1C=CC=CC1)(C=1C=CC=CC1)C=1C=CC=CC1 (Pd(PPh3)4). The solvent is COCCOC.CCO (DME EtOH), O (water). The product is CN1CCN(CC1)C(=O)C1=CC=C(C=C1)C=1C=NC=C(C1)C=1C2=C(N=C(N1)C1=NC(=CC=C1)C)NC=C2 ((4-Methyl-piperazin-1-yl)-(4-{5-[2-(6-methyl-pyridin-2-yl)-7H-pyrrolo[2,3-d]pyrimidin-4-yl]-pyridin-3-yl}-phenyl)-methanone). RXN SMILES: Br[C:2]1[CH:3]=[C:4]([C:8]2[C:9]3[CH:23]=[CH:22][NH:21][C:10]=3[N:11]=[C:12]([C:14]3[CH:19]=[CH:18][CH:17]=[C:16]([CH3:20])[N:15]=3)[N:13]=2)[CH:5]=[N:6][CH:7]=1.[CH3:24][N:25]1[CH2:30][CH2:29][N:28]([C:31]([C:33]2[CH:38]=[CH:37][C:36](B3OC(C)(C)C(C)(C)O3)=[CH:35][CH:34]=2)=[O:32])[CH2:27][CH2:26]1.C([O-])([O-])=O.[Na+].[Na+].[OH-].[Na+]>COCCOC.CCO.O.C1C=CC([P]([Pd]([P](C2C=CC=CC=2)(C2C=CC=CC=2)C2C=CC=CC=2)([P](C2C=CC=CC=2)(C2C=CC=CC=2)C2C=CC=CC=2)[P](C2C=CC=CC=2)(C2C=CC=CC=2)C2C=CC=CC=2)(C2C=CC=CC=2)C2C=CC=CC=2)=CC=1>[CH3:24][N:25]1[CH2:30][CH2:29][N:28]([C:31]([C:33]2[CH:38]=[CH:37][C:36]([C:2]3[CH:7]=[N:6][CH:5]=[C:4]([C:8]4[C:9]5[CH:23]=[CH:22][NH:21][C:10]=5[N:11]=[C:12]([C:14]5[CH:19]=[CH:18][CH:17]=[C:16]([CH3:20])[N:15]=5)[N:13]=4)[CH:3]=3)=[CH:35][CH:34]=2)=[O:32])[CH2:27][CH2:26]1 |f:2.3.4,5.6,7.8,^1:69,71,90,109|. Procedure details: To a solution of 4-(5-bromo-pyridin-3-yl)-2-(6-methyl-pyridin-2-yl)-7H-pyrrolo[2,3-d]pyrimidine (Example 16) (1 eq, 0.273 mmol, 100 mg) and 4-(4-methylpiperazine-1-carbonyl)phenyl-boronic acid pinacol ester (ABCR GmbH & Co. KG, Karlsruhe, Germany) (1.1 eq, 0.300 mmol, 101 mg) in DME/EtOH (1:1, 2 ml), aqueous Na2CO3 solution (2 M, 3 eq, 0.82 mmol, 0.41 ml) and Pd(PPh3)4 (0.05 eq, 0.014 mmol, 16 mg) are added. The resulting mixture is heated using microwave radiation at 140° C. for 20 min. The mix... Starting materials: COc1ccc(N2CCOCC2)c2sc(NC(=O)c3ccc(CN)cc3)nc12, O=C(Cl)C1CCC1. Yields the product COc1ccc(N2CCOCC2)c2sc(NC(=O)c3ccc(CNC(=O)C4CCC4)cc3)nc12. As a reaction SMILES: [CH3:1][O:2][c:3]1[cH:4][cH:5][c:6]([N:23]2[CH2:24][CH2:25][O:26][CH2:27][CH2:28]2)[c:7]2[c:8]1[n:9][c:10]([NH:12][C:13]([c:14]1[cH:15][cH:16][c:17]([CH2:20][NH2:21])[cH:18][cH:19]1)=[O:22])[s:11]2.[CH:29]1([C:33](=[O:34])[Cl:35])[CH2:30][CH2:31][CH2:32]1>>[CH3:1][O:2][c:3]1[cH:4][cH:5][c:6]([N:23]2[CH2:24][CH2:25][O:26][CH2:27][CH2:28]2)[c:7]2[c:8]1[n:9][c:10]([NH:12][C:13]([c:14]1[cH:15][cH:16][c:17]([CH2:20][NH:21][C:33]([CH:29]3[CH2:30][CH2:31][CH2:32]3)=[O:34])[cH:18][cH:19]1)=[O:22])[s:11]2. The reactants are Cl.FC=1C(=CC2=C(NC=3SC=CC3C(=N2)N)C1)F (6,7-difluoro-4H-3-thia-4,9-diaza-benzo[f]azulen-10-ylamine hydrochloride), C1(=CC=CC=C1)C (toluene), COCC[C@@H]1NCCNC1 ((S)-2-(2-methoxy-ethyl)-piperazine), CS(=O)C (DMSO). Run in C(C)(=O)OCC (ethyl acetate). Conditions: temperature 105 celsius, time 63 hour. The product is FC=1C(=CC2=C(NC=3SC=CC3C(=N2)N2C[C@@H](NCC2)CCOC)C1)F ((S)-6,7-Difluoro-10-[3-(2-methoxy-ethyl)-piperazin-1-yl]-4H-3-thia-4,9-diaza-benzo[f]azulene). Isolated yield 48.7%. RXN SMILES: Cl.[F:2][C:3]1[C:4]([F:18])=[CH:5][C:6]2[N:15]=[C:14]([NH2:16])[C:13]3[CH:12]=[CH:11][S:10][C:9]=3[NH:8][C:7]=2[CH:17]=1.[CH3:19][O:20][CH2:21][CH2:22][C@H:23]1[CH2:28]N[CH2:26][CH2:25][NH:24]1.CS(C)=O.C1(C)C=CC=CC=1>C(OCC)(=O)C>[F:2][C:3]1[C:4]([F:18])=[CH:5][C:6]2[N:15]=[C:14]([N:16]3[CH2:26][CH2:25][NH:24][C@@H:23]([CH2:22][CH2:21][O:20][CH3:19])[CH2:28]3)[C:13]3[CH:12]=[CH:11][S:10][C:9]=3[NH:8][C:7]=2[CH:17]=1 |f:0.1|. Procedure details: Combine 6,7-difluoro-4H-3-thia-4,9-diaza-benzo[f]azulen-10-ylamine hydrochloride (876.9 mg, 3.05 mmol), (S)-2-(2-methoxy-ethyl)-piperazine (1.32 g, 9.16 mmol), DMSO (3.0 ml), and toluene (12.0 ml). Stir and heat the mixture at 105° C. After 63 hours, cool the mixture to ambient temperature. Dilute the mixture with ethyl acetate and wash the organic layer with 1N NaOH and brine. Dry (sodium sulfate) and concentrate the organic layer to residue. Purify the residue on silica gel using a gradient of...